From a dataset of the Open Reaction Database (ORD), a public repository of structured organic reaction records. describe an organic reaction: reactants, conditions, products, and yield Starting materials: C([O-])([O-])=O.[K+].[K+] (Potassium carbonate), C(C)OC(C1=CC(=CC(=C1)O)O)=O (3,5-dihydroxy-benzoic acid ethyl ester), FC1=CC=C(C#N)C=C1 (4-fluorobenzonitrile). Run in CN(C)C=O (DMF), CN(C)C=O (DMF). Reaction conditions: time 10 minute. The product is C(C)OC(C1=CC(=CC(=C1)OC1=CC=C(C=C1)C#N)OC1=CC=C(C=C1)C#N)=O (3,5-Bis-(4-cyano-phenoxy)-benzoic Acid Ethyl Ester). Isolated yield 61.2%. As a reaction SMILES: C(=O)([O-])[O-].[K+].[K+].[CH2:7]([O:9][C:10](=[O:19])[C:11]1[CH:16]=[C:15]([OH:17])[CH:14]=[C:13]([OH:18])[CH:12]=1)[CH3:8].F[C:21]1[CH:28]=[CH:27][C:24]([C:25]#[N:26])=[CH:23][CH:22]=1>CN(C=O)C>[CH2:7]([O:9][C:10](=[O:19])[C:11]1[CH:16]=[C:15]([O:17][C:21]2[CH:28]=[CH:27][C:24]([C:25]#[N:26])=[CH:23][CH:22]=2)[CH:14]=[C:13]([O:18][C:21]2[CH:28]=[CH:27][C:24]([C:25]#[N:26])=[CH:23][CH:22]=2)[CH:12]=1)[CH3:8] |f:0.1.2|. Procedure: Potassium carbonate 0.611 g (4.4 mmol) was added to a stirred solution of 3,5-dihydroxy-benzoic acid ethyl ester 0.5 g (1.7 mmol) dissolved in 15 ml of DMF and stirred for 10 min. This was followed by dropwise addition of 4-fluorobenzonitrile 0.82 g (6.8 mmol), dissolved in 5 ml of DMF, and the contents of the flask were stirred at 80° C. for 4 h. The reaction mixture was poured into ice-cold water, and extracted with ethyl acetate. The organic phase was washed with Na2CO3 and saturated brine so... Reactants: CC(C)c1cc(Br)cc(C(C)C)c1N, C1CCOC1, [Li]CCCC, CC1=C(C)C([Si](C)(C)Cl)c2sccc21. The product is CC1=C(C)C([Si](C)(C)Nc2c(C(C)C)cc(Br)cc2C(C)C)c2sccc21. RXN SMILES: [Br:1][c:2]1[cH:3][c:4]([CH:12]([CH3:13])[CH3:14])[c:5]([NH2:6])[c:7]([CH:9]([CH3:10])[CH3:11])[cH:8]1.[CH2:34]1[O:35][CH2:36][CH2:37][CH2:38]1.[CH3:15][CH2:16][CH2:17][CH2:18][Li:19].[Cl:20][Si:21]([CH3:22])([CH3:23])[CH:24]1[C:25]([CH3:33])=[C:26]([CH3:32])[c:27]2[c:28]1[s:29][cH:30][cH:31]2>>[Br:1][c:2]1[cH:3][c:4]([CH:12]([CH3:13])[CH3:14])[c:5]([NH:6][Si:21]([CH3:22])([CH3:23])[CH:24]2[C:25]([CH3:33])=[C:26]([CH3:32])[c:27]3[c:28]2[s:29][cH:30][cH:31]3)[c:7]([CH:9]([CH3:10])[CH3:11])[cH:8]1. The reactants are BrC1=CC=C(C=C1)C1=C(C(=NO1)C)C1OC1 (5-(4-Bromo-phenyl)-3-methyl-4-oxiranyl-isoxazole), [C@@H]1(CCC2=CC=CC=C12)N ((S)-indan-1-ylamine). Solvent: CN1C(CCC1)=O (N-methylpyrrolidone). Conditions: temperature 85 celsius. Product: BrC1=CC=C(C=C1)C1=C(C(=NO1)C)C(CN[C@H]1CCC2=CC=CC=C12)O (1-[5-(4-Bromo-phenyl)-3-methyl-isoxazol-4-yl]-2-((S)-indan-1-ylamino)-ethanol). Reaction SMILES: [Br:1][C:2]1[CH:7]=[CH:6][C:5]([C:8]2[O:12][N:11]=[C:10]([CH3:13])[C:9]=2[CH:14]2[CH2:16][O:15]2)=[CH:4][CH:3]=1.[C@@H:17]1([NH2:26])[C:25]2[C:20](=[CH:21][CH:22]=[CH:23][CH:24]=2)[CH2:19][CH2:18]1>CN1CCCC1=O>[Br:1][C:2]1[CH:7]=[CH:6][C:5]([C:8]2[O:12][N:11]=[C:10]([CH3:13])[C:9]=2[CH:14]([OH:15])[CH2:16][NH:26][C@@H:17]2[C:25]3[C:20](=[CH:21][CH:22]=[CH:23][CH:24]=3)[CH2:19][CH2:18]2)=[CH:4][CH:3]=1. Procedure details: 5-(4-Bromo-phenyl)-3-methyl-4-oxiranyl-isoxazole (0.180 g, 0.64 mmol) and (S)-indan-1-ylamine (0.171 g, 1.29 mmol) were mixed in N-methylpyrrolidone (4.0 mL) and then heated to 85° C. over 2 nights while monitoring with analytical LCMS. The reaction was submitted to standard aqueous workup then purified via preparatory HPLC to afford the title compound.